This data is from the Open Reaction Database (ORD), a public repository of structured organic reaction records. The task is: describe an organic reaction: reactants, conditions, products, and yield Starting materials: C12C(CC(C=C1)C2)CN2C=NC=C2 (1-(bicyclo[2.2.1]hept-5-en-2-ylmethyl)imidazole), [H][H] (hydrogen). The reagents and catalysts are [Pd] (palladium on charcoal). Solvent: C(C)O (ethanol). The product is C12C(CC(CC1)C2)CN2C=NC=C2 (1-(bicyclo[2.2.1]heptan-2-ylmethyl)imidazole). Reaction SMILES: [CH:1]12[CH2:7][CH:4]([CH:5]=[CH:6]1)[CH2:3][CH:2]2[CH2:8][N:9]1[CH:13]=[CH:12][N:11]=[CH:10]1.[H][H]>[Pd].C(O)C>[CH:1]12[CH2:7][CH:4]([CH2:5][CH2:6]1)[CH2:3][CH:2]2[CH2:8][N:9]1[CH:13]=[CH:12][N:11]=[CH:10]1. Procedure details: A mixture of 1-(bicyclo[2.2.1]hept-5-en-2-ylmethyl)imidazole (2.0 g, 11.48 mmol) and palladium on charcoal (0.2 g, 10%) in dry ethanol was shaken in an atmosphere of hydrogen for 4.5 h. The reaction mixture was then filtered through Hyflo-Supercel, and the filtrate was concentrated under reduced pressure to afford a colourless oil. Distillation of the oil afforded 1-(bicyclo[2.2.1]heptan-2-ylmethyl)imidazole as a colourless oil, b.p. 82°-84°/0.15 mm Hg. Reaction SMILES: [NH2:1][C:2]1[C:11]2[C:6](=[CH:7][CH:8]=[CH:9][C:10]=2[O:12][CH2:13][C@@H:14]([NH2:18])[CH:15]([CH3:17])[CH3:16])[N:5]=[C:4]([CH3:19])[C:3]=1[C:20]([O:22][CH2:23][CH3:24])=[O:21].[OH:25][C:26]1[CH:27]=[C:28]([CH:32]=[CH:33][CH:34]=1)[C:29](O)=[O:30]>>[NH2:1][C:2]1[C:11]2[C:6](=[CH:7][CH:8]=[CH:9][C:10]=2[O:12][CH2:13][C@@H:14]([NH:18][C:29](=[O:30])[C:28]2[CH:32]=[CH:33][CH:34]=[C:26]([OH:25])[CH:27]=2)[CH:15]([CH3:17])[CH3:16])[N:5]=[C:4]([CH3:19])[C:3]=1[C:20]([O:22][CH2:23][CH3:24])=[O:21]. Yields the product NC1=C(C(=NC2=CC=CC(=C12)OC[C@H](C(C)C)NC(C1=CC(=CC=C1)O)=O)C)C(=O)OCC ((S)-ethyl 4-amino-5-(2-(3-hydroxybenzamido)-3-methylbutoxy)-2-methyl-quinoline-3-carboxylate). Reactants: NC1=C(C(=NC2=CC=CC(=C12)OC[C@H](C(C)C)N)C)C(=O)OCC ((S)-ethyl 4-amino-5-(2-amino-3-methylbutoxy)-2-methylquinoline-3-carboxylate), OC=1C=C(C(=O)O)C=CC1 (3-hydroxybenzoic acid). Reported procedure: Prepared as in Example 24a from (S)-ethyl 4-amino-5-(2-amino-3-methylbutoxy)-2-methylquinoline-3-carboxylate (Example 95b) and 3-hydroxybenzoic acid as brown solid (35%). MS 452 (MH+). Reactants: CC(C)(C)[Si](OCCO)(c1ccccc1)c1ccccc1, Cc1cc(C(=O)NCO)ncc1C(c1cc(F)ccc1F)S(=O)(=O)c1ccc(F)cc1, Cc1ccc(S(=O)(=O)O)cc1, c1ccccc1. The product is Cc1cc(C(=O)NCOCCO[Si](c2ccccc2)(c2ccccc2)C(C)(C)C)ncc1C(c1cc(F)ccc1F)S(=O)(=O)c1ccc(F)cc1. RXN SMILES: [C:32]([CH3:33])([CH3:34])([CH3:35])[Si:36]([O:37][CH2:38][CH2:39][OH:40])([c:41]1[cH:42][cH:43][cH:44][cH:45][cH:46]1)[c:47]1[cH:48][cH:49][cH:50][cH:51][cH:52]1.[F:1][c:2]1[c:3]([CH:9]([c:10]2[c:11]([CH3:21])[cH:12][c:13]([C:16](=[O:17])[NH:18][CH2:19][OH:20])[n:14][cH:15]2)[S:22](=[O:23])(=[O:24])[c:25]2[cH:26][cH:27][c:28]([F:31])[cH:29][cH:30]2)[cH:4][c:5]([F:8])[cH:6][cH:7]1.[c:53]1([CH3:54])[cH:55][cH:56][c:57]([S:58]([OH:59])(=[O:60])=[O:61])[cH:62][cH:63]1.[cH:64]1[cH:65][cH:66][cH:67][cH:68][cH:69]1>>[F:1][c:2]1[c:3]([CH:9]([c:10]2[c:11]([CH3:21])[cH:12][c:13]([C:16](=[O:17])[NH:18][CH2:19][O:20][CH2:39][CH2:38][O:37][Si:36]([C:32]([CH3:33])([CH3:34])[CH3:35])([c:41]3[cH:42][cH:43][cH:44][cH:45][cH:46]3)[c:47]3[cH:48][cH:49][cH:50][cH:51][cH:52]3)[n:14][cH:15]2)[S:22](=[O:23])(=[O:24])[c:25]2[cH:26][cH:27][c:28]([F:31])[cH:29][cH:30]2)[cH:4][c:5]([F:8])[cH:6][cH:7]1.